Task: describe an organic reaction: reactants, conditions, products, and yield. Dataset: the Open Reaction Database (ORD), a public repository of structured organic reaction records The reactants are N1(CCNCC1)C(=O)OCC1=CC=CC=C1 (benzyl piperazine-1-carboxylate), CC(=O)C (acetone), C(C)(=O)O[BH-](OC(C)=O)OC(C)=O.[Na+] (sodium triacetoxyborohydride). The product is C(C)(C)N1CC(NCC1)=O (4-isopropylpiperazin-2-one). Isolated yield 78.8%. RXN SMILES: [N:1]1(C(OCC2C=CC=CC=2)=O)[CH2:6][CH2:5][NH:4][CH2:3][CH2:2]1.[CH3:17][C:18](C)=[O:19].[C:21](O[BH-](OC(=O)C)OC(=O)C)(=O)C.[Na+]>ClCCCl.CCOC(C)=O>[CH:3]([N:4]1[CH2:5][CH2:6][NH:1][C:18](=[O:19])[CH2:17]1)([CH3:21])[CH3:2] |f:2.3|. Conditions: temperature 70 celsius. Run in CCOC(=O)C (EtOAc), ClCCCl (1,2-dichloroethane). Procedure details: To a solution of piperazin-2-one (1, 0.5 g, 5 mmol) and acetone (0.58 g, 10 mmol) in 1,2-dichloroethane (20 mL) was added sodium triacetoxyborohydride (3.18 g, 15.0 mmol) and the mixture was heated at 70° C. for 2 h. The mixture was diluted with EtOAc/saturated Na2CO3 (100/50 mL), washed with brine (20 mL), dried (Na2SO4), filtered and concentrated to afford the crude title compound (0.56 g, 79%). Reactants: CCOP(=O)(OCC)C(C#N)N1CCN(C(=O)OC(C)(C)C)CC1, C1CCOC1, C[Si](C)(C)[N-][Si](C)(C)C, [Na+], O=Cc1ccccn1. Yields the product CC(C)(C)OC(=O)N1CCN(C(C#N)=Cc2ccccn2)CC1. RXN SMILES: [C:1](#[N:2])[CH:3]([N:4]1[CH2:5][CH2:6][N:7]([C:10](=[O:11])[O:12][C:13]([CH3:14])([CH3:15])[CH3:16])[CH2:8][CH2:9]1)[P:17]([O:18][CH2:19][CH3:20])([O:21][CH2:22][CH3:23])=[O:24].[CH2:43]1[O:44][CH2:45][CH2:46][CH2:47]1.[CH3:25][Si:26]([N-:27][Si:28]([CH3:29])([CH3:30])[CH3:31])([CH3:32])[CH3:33].[Na+:34].[n:35]1[c:36]([CH:41]=[O:42])[cH:37][cH:38][cH:39][cH:40]1>>[C:1](#[N:2])[C:3]([N:4]1[CH2:5][CH2:6][N:7]([C:10](=[O:11])[O:12][C:13]([CH3:14])([CH3:15])[CH3:16])[CH2:8][CH2:9]1)=[CH:41][c:36]1[n:35][cH:40][cH:39][cH:38][cH:37]1. Reactants: FC=1C=C2CCCOC2=C(C1)NC(OCC1=CC=CC=C1)=O (Benzyl N-(6-fluorochroman-8-yl)carbamate). Reagents/catalysts: [Pd] (palladium-on-carbon). Solvent: C(C)O (ethanol). The product is NC=1C=C(C=C2CCCOC12)F (8-amino-6-fluorochroman). Reaction SMILES: [F:1][C:2]1[CH:3]=[C:4]2[C:9](=[C:10]([NH:12]C(=O)OCC3C=CC=CC=3)[CH:11]=1)[O:8][CH2:7][CH2:6][CH2:5]2>C(O)C.[Pd]>[NH2:12][C:10]1[CH:11]=[C:2]([F:1])[CH:3]=[C:4]2[C:9]=1[O:8][CH2:7][CH2:6][CH2:5]2. Procedure: 8.1 g of the compound obtained in Step 3 are dissolved in 80 ml of ethanol. The solution is hydrogenated at normal pressure and room temperature in the presence of 0.39 g of palladium-on-carbon. Filtration and evaporation yield 4.6 g of a liquid which corresponds to the expected product.